This data is from the Open Reaction Database (ORD), a public repository of structured organic reaction records. The task is: describe an organic reaction: reactants, conditions, products, and yield Starting materials: C(C)(=O)C1=NC=CC=C1 (2-Acetylpyridine), BrBr (bromine). The solvent is CHCl. The product is [Br-].N1=C(C=CC=C1)C(C[N+]1=CC=CC=C1)=O (1-[2-(2-Pyridinyl)-2-oxoethyl]pyridinium bromide). As a reaction SMILES: [C:1]([C:4]1[CH:9]=[CH:8][CH:7]=[CH:6][N:5]=1)(=[O:3])[CH3:2].[Br:10]Br>>[Br-:10].[N:5]1[CH:6]=[CH:7][CH:8]=[CH:9][C:4]=1[C:1](=[O:3])[CH2:2][N+:5]1[CH:6]=[CH:7][CH:8]=[CH:9][CH:4]=1 |f:2.3|. Reported procedure: 2-Acetylpyridine (100 mmol) is treated with bromine (6.2 mL, 0.12 mol) at reflux in 200 mL of CHCl 3 for 45 min. The solution is cooled to room temperature then washed with dilute aqueous NaHCO3 /Na2S2 O3. The organic phase is dried over Na2SO4, filtered, and evaporated. The residue is dissolved in 200 mL of tetrahydrofuran (THF) and 30 mL of pyridine is added. The resulting solution is refluxed for 30 min. The mixture is cooled and filtered to give the desired product. The nuclear magnetic reso... The reactants are C1(=CC=CC=C1)S(=O)(=O)N[C@H](C(=O)OC(C)(C)C)CCCC1=CC=C(C=C1)OCCCC=1N=CN(C1)C (t-Butyl 2(S)-Phenylsulfonylamino-5-[4-(3-(1-methylimidazol-4-yl)-propyloxy)phenyl]pentanoate), Cl (HCl). The solvent is CCOC(=O)C (EtOAc). Run at temperature 0 celsius. Yields the product C1(=CC=CC=C1)S(=O)(=O)N[C@H](C(=O)O)CCCC1=CC=C(C=C1)OCCCC=1N=CN(C1)C (2(S)-Phenylsulfonylamino-5-[4-(3-(1-methylimidazol-4-yl)propyloxy)-phenyl]pentanoic acid). As a reaction SMILES: [C:1]1([S:7]([NH:10][C@@H:11]([CH2:19][CH2:20][CH2:21][C:22]2[CH:27]=[CH:26][C:25]([O:28][CH2:29][CH2:30][CH2:31][C:32]3[N:33]=[CH:34][N:35]([CH3:37])[CH:36]=3)=[CH:24][CH:23]=2)[C:12]([O:14]C(C)(C)C)=[O:13])(=[O:9])=[O:8])[CH:6]=[CH:5][CH:4]=[CH:3][CH:2]=1.Cl>CCOC(C)=O>[C:1]1([S:7]([NH:10][C@@H:11]([CH2:19][CH2:20][CH2:21][C:22]2[CH:27]=[CH:26][C:25]([O:28][CH2:29][CH2:30][CH2:31][C:32]3[N:33]=[CH:34][N:35]([CH3:37])[CH:36]=3)=[CH:24][CH:23]=2)[C:12]([OH:14])=[O:13])(=[O:9])=[O:8])[CH:6]=[CH:5][CH:4]=[CH:3][CH:2]=1. Reported procedure: A solution of 35-9 (0.055 g, 0.127 mmol) in EtOAc (1 mL) was cooled to -78° C., and saturated with HCl gas. The reaction was warmed to 0° C. for 1/2 hr, then concentrated and the residue chromatographed (20:1:1 EtOH/NH4OH/H2O) to give 35-10 as a white solid. Starting materials: [OH-].[Na+] (sodium hydroxide), CC(C)C=1N=CNC1C1=CC=CC=C1 (4-(1-methylethyl)-5-phenyl-1H-imidazole), ClC(C(=O)O)Cl (dichloroacetic acid), C(=C)OCC (ethyl vinyl ether). Run in C1(=CC=CC=C1)C (toluene). Product: CC(C)C=1N=CN(C1C1=CC=CC=C1)C(C)OCC (4-(1-Methylethyl)-5-phenyl-1-(α-ethoxyethyl)imidazole). Yield: 97.1%. RXN SMILES: [CH3:1][CH:2]([C:4]1[N:5]=[CH:6][NH:7][C:8]=1[C:9]1[CH:14]=[CH:13][CH:12]=[CH:11][CH:10]=1)[CH3:3].ClC(Cl)C(O)=O.[CH:21]([O:23][CH2:24][CH3:25])=[CH2:22].[OH-].[Na+]>C1(C)C=CC=CC=1>[CH3:3][CH:2]([C:4]1[N:5]=[CH:6][N:7]([CH:21]([O:23][CH2:24][CH3:25])[CH3:22])[C:8]=1[C:9]1[CH:14]=[CH:13][CH:12]=[CH:11][CH:10]=1)[CH3:1] |f:3.4|. Procedure: A mixture of 10.0 g (0.055 mole) of 4-(1-methylethyl)-5-phenyl-1H-imidazole, 7.61 g (0.06 mole) of dichloroacetic acid and 29.3 g (0.41 mole) of ethyl vinyl ether in 585 ml of toluene was heated at reflux for 3.5 hours. The reaction mixture was cooled to room temperature and was then stirred overnight with 170 ml of 25% aqueous sodium hydroxide. The organic layer was separated. The aqueous was extracted with ether (2×). The organic fractions were combined, washed with brine and dried over anhydr... Procedure: Prepared from 3-((2R)-2-(2-(trans-4-((2-(dimethylamino)acetamido)methyl)cyclohexyl)acetamido)-2-(2,9,9-trimethyl-3,5-dioxa-4-bora-tricyclo[6.1.1.02,6]dec-4-yl)ethyl)-2-methoxybenzoic acid and BCl3 following the procedure described in Step 2 of Example 1. The crude product was purified by reverse phase preparative HPLC and dried using lyophilization. ESI-MS m/z 446 (MH)+. Yields the product CN(CC(=O)NC[C@@H]1CC[C@H](CC1)CC(=O)N[C@@H]1B(OC2=C(C1)C=CC=C2C(=O)O)O)C ((R)-3-(2-(trans-4-((2-(dimethylamino)acetamido)methyl)cyclohexyl)acetamido)-2-hydroxy-3,4-dihydro-2H-benzo[e][1,2]oxaborinine-8-carboxylic acid). Starting materials: CN(CC(=O)NC[C@@H]1CC[C@H](CC1)CC(=O)N[C@@H](CC=1C(=C(C(=O)O)C=CC1)OC)B1OC2(C3C(C(CC2O1)C3)(C)C)C)C (3-((2R)-2-(2-(trans-4-((2-(dimethylamino)acetamido)methyl)cyclohexyl)acetamido)-2-(2,9,9-trimethyl-3,5-dioxa-4-bora-tricyclo[6.1.1.02,6]dec-4-yl)ethyl)-2-methoxybenzoic acid), B(Cl)(Cl)Cl (BCl3). RXN SMILES: [CH3:1][N:2]([CH3:44])[CH2:3][C:4]([NH:6][CH2:7][C@H:8]1[CH2:13][CH2:12][C@H:11]([CH2:14][C:15]([NH:17][C@H:18]([B:31]2[O:39]C3C(C)(C4CC(C3)C4(C)C)[O:32]2)[CH2:19][C:20]2[C:21](OC)=[C:22]([CH:26]=[CH:27][CH:28]=2)[C:23]([OH:25])=[O:24])=[O:16])[CH2:10][CH2:9]1)=[O:5].B(Cl)(Cl)Cl>>[CH3:1][N:2]([CH3:44])[CH2:3][C:4]([NH:6][CH2:7][C@H:8]1[CH2:13][CH2:12][C@H:11]([CH2:14][C:15]([NH:17][C@H:18]2[CH2:19][C:20]3[CH:28]=[CH:27][CH:26]=[C:22]([C:23]([OH:25])=[O:24])[C:21]=3[O:32][B:31]2[OH:39])=[O:16])[CH2:10][CH2:9]1)=[O:5].